From a dataset of the Open Reaction Database (ORD), a public repository of structured organic reaction records. describe an organic reaction: reactants, conditions, products, and yield The reactants are P(O)(O)(O)=O (phosphoric acid), C1(CCCCCN1)=O (caprolactam), C1(=C(C=CC=C1)N)N (o-phenylene diamine). Solvent: O (water), O (water). Run at temperature 100 celsius. Product: C1(=C(C=CC=C1)N)N (o-phenylene diamine), NCCCCCC=1NC2=C(N1)C=CC=C2 (2-(5'-aminopentyl)-benzimidazole). RXN SMILES: [C:1]1(=O)[NH:7][CH2:6][CH2:5][CH2:4][CH2:3][CH2:2]1.[C:9]1([NH2:16])[CH:14]=[CH:13][CH:12]=[CH:11][C:10]=1[NH2:15].P(=O)(O)(O)O>O>[C:9]1([NH2:16])[CH:14]=[CH:13][CH:12]=[CH:11][C:10]=1[NH2:15].[NH2:7][CH2:6][CH2:5][CH2:4][CH2:3][CH2:2][C:1]1[NH:15][C:10]2[CH:11]=[CH:12][CH:13]=[CH:14][C:9]=2[N:16]=1. Reported procedure: 170 g (1.5 mols) of caprolactam and 215 g (2 mols) of o-phenylene diamine are melted in a nitrogen atmosphere. 10 g of 85 % by weight phosphoric acid (the remaining 15 % by weight being water) are run into the melt with stirring, at 100°C and the heating is continued, 28 g of water distilling off over a period of 2 hours at an internal temperature of 170 to 250°C. The reaction mixture is then subjected to fractional distillation, initially in a water jet vacuum and subsequently in an oil pump va... The reactants are ClC1=NC=CC(=N1)C1=C(N=C(S1)C(C)(C)C)C=1C(=C(N)C=CC1)F (3-[5-(2-chloro-4-pyrimidinyl)-2-(1,1-dimethylethyl)-1,3-thiazol-4-yl]-2-fluoroaniline), [NH4+].[OH-] (NH4OH), O1CCOCC1 (1,4-dioxane), crude product. The solvent is O (water). Reaction conditions: temperature 130 celsius. Product: NC=1C(=C(C=CC1)C=1N=C(SC1C1=NC(=NC=C1)N)C(C)(C)C)F (4-[4-(3-Amino-2-fluorophenyl)-2-(1,1-dimethylethyl)-1,3-thiazol-5-yl]-2-pyrimidinamine). Yield: 83.3%. Reaction SMILES: Cl[C:2]1[N:7]=[C:6]([C:8]2[S:12][C:11]([C:13]([CH3:16])([CH3:15])[CH3:14])=[N:10][C:9]=2[C:17]2[C:18]([F:24])=[C:19]([CH:21]=[CH:22][CH:23]=2)[NH2:20])[CH:5]=[CH:4][N:3]=1.[NH4+:25].[OH-].O1CCOCC1>O>[NH2:20][C:19]1[C:18]([F:24])=[C:17]([C:9]2[N:10]=[C:11]([C:13]([CH3:16])([CH3:15])[CH3:14])[S:12][C:8]=2[C:6]2[CH:5]=[CH:4][N:3]=[C:2]([NH2:25])[N:7]=2)[CH:23]=[CH:22][CH:21]=1 |f:1.2|. Reported procedure: In a microwave reaction vessel 3-[5-(2-chloro-4-pyrimidinyl)-2-(1,1-dimethylethyl)-1,3-thiazol-4-yl]-2-fluoroaniline (590 mg, 1.626 mmol) was combined with NH4OH 28-30% (15 mL, 385 mmol) and 1,4-dioxane (4 mL). The mixture was heated in the microwave for 40 min at 130° C. The crude product was then diluted with water (100 mL) followed by extraction with EtOAc (100 mL). The EtOAc layer was washed with brine then dried over Na2SO4. The organics were then filtered and concentrated to dryness. The c... The reactants are O=C1CCC(=O)N1Br, O=C(OOC(=O)c1ccccc1)c1ccccc1, ClC(Cl)(Cl)Cl, COc1cc2cc(COC(C)=O)c(COC(C)=O)c(C)c2cc1OC. Product: COc1cc2cc(COC(C)=O)c(COC(C)=O)c(CBr)c2cc1OC. Reaction SMILES: [Br:26][N:27]1[C:28](=[O:29])[CH2:30][CH2:31][C:32]1=[O:33].[C:34]([O:35][O:36][C:37](=[O:38])[c:39]1[cH:40][cH:41][cH:42][cH:43][cH:44]1)(=[O:45])[c:46]1[cH:47][cH:48][cH:49][cH:50][cH:51]1.[C:52]([Cl:53])([Cl:54])([Cl:55])[Cl:56].[CH3:1][c:2]1[c:3]([CH2:21][O:22][C:23]([CH3:24])=[O:25])[c:4]([CH2:16][O:17][C:18]([CH3:19])=[O:20])[cH:5][c:6]2[cH:7][c:8]([O:14][CH3:15])[c:9]([O:12][CH3:13])[cH:10][c:11]12>>[CH2:1]([c:2]1[c:3]([CH2:21][O:22][C:23]([CH3:24])=[O:25])[c:4]([CH2:16][O:17][C:18]([CH3:19])=[O:20])[cH:5][c:6]2[cH:7][c:8]([O:14][CH3:15])[c:9]([O:12][CH3:13])[cH:10][c:11]12)[Br:26]. Starting materials: CC(=O)[O-], CC(=O)[O-], COCCOc1nc(C(=O)OC)ccc1Br, Cc1ccccc1, OB(O)C1CC1, C1CCC(P(C2CCCCC2)C2CCCCC2)CC1, [K+], [K+], [K+], O, O=P([O-])([O-])[O-], [Pd+2]. Product: COCCOc1nc(C(=O)OC)ccc1C1CC1. Reaction SMILES: [C:58]([O-:59])(=[O:60])[CH3:61].[C:63]([O-:64])(=[O:65])[CH3:66].[CH3:1][O:2][C:3](=[O:4])[c:5]1[n:6][c:7]([O:12][CH2:13][CH2:14][O:15][CH3:16])[c:8]([Br:11])[cH:9][cH:10]1.[CH3:50][c:51]1[cH:52][cH:53][cH:54][cH:55][cH:56]1.[CH:17]1([B:20]([OH:21])[OH:22])[CH2:18][CH2:19]1.[CH:23]1([P:24]([CH:25]2[CH2:26][CH2:27][CH2:28][CH2:29][CH2:30]2)[CH:31]2[CH2:32][CH2:33][CH2:34][CH2:35][CH2:36]2)[CH2:37][CH2:38][CH2:39][CH2:40][CH2:41]1.[K+:47].[K+:48].[K+:49].[OH2:57].[P:42]([O-:43])([O-:44])([O-:45])=[O:46].[Pd+2:62]>>[CH3:1][O:2][C:3](=[O:4])[c:5]1[n:6][c:7]([O:12][CH2:13][CH2:14][O:15][CH3:16])[c:8]([CH:17]2[CH2:18][CH2:19]2)[cH:9][cH:10]1. Reactants: O=C1CN(CC1)C(=O)OC(C)(C)C (tert-butyl 3-oxopyrrolidine-1-carboxylate), C1(=CC=CC=C1)C1CCNCC1 (4-phenylpiperidine), [C-]#N.C(C)[Al+]CC (Diethylaluminum cyanide). Reagents/catalysts: CC([O-])C.[Ti+4].CC([O-])C.CC([O-])C.CC([O-])C (titanium (IV) isopropoxide). Run at time 16 hour. Product: C(#N)C1(CN(CC1)C(=O)OC(C)(C)C)N1CCC(CC1)C1=CC=CC=C1 (tert-butyl 3-cyano-3-(4-phenylpiperidin-1-yl)pyrrolidine-1-carboxylate). Reaction SMILES: O=[C:2]1[CH2:6][CH2:5][N:4]([C:7]([O:9][C:10]([CH3:13])([CH3:12])[CH3:11])=[O:8])[CH2:3]1.[C:14]1([CH:20]2[CH2:25][CH2:24][NH:23][CH2:22][CH2:21]2)[CH:19]=[CH:18][CH:17]=[CH:16][CH:15]=1.[C-:26]#[N:27].C([Al+]CC)C>CC(C)[O-].[Ti+4].CC(C)[O-].CC(C)[O-].CC(C)[O-]>[C:26]([C:2]1([N:23]2[CH2:22][CH2:21][CH:20]([C:14]3[CH:19]=[CH:18][CH:17]=[CH:16][CH:15]=3)[CH2:25][CH2:24]2)[CH2:6][CH2:5][N:4]([C:7]([O:9][C:10]([CH3:13])([CH3:12])[CH3:11])=[O:8])[CH2:3]1)#[N:27] |f:2.3,4.5.6.7.8|. Procedure details: A mixture of tert-butyl 3-oxopyrrolidine-1-carboxylate (0.91 g, 4.9 mmol), 4-phenylpiperidine (0.792 g, 4.91 mmol) and titanium (IV) isopropoxide (1.39 g, 4.91 mmol) was stirred at room temperature for about 16 h. Diethylaluminum cyanide solution (1M in DCE, 9.82 mL) was added and the reaction mixture was stirred for about 4 hours then quenched by the dropwise addition of saturated aqueous sodium bicarbonate solution. The reaction mixture was filtered and the layers separated. The organic phase ...